This data is from the Open Reaction Database (ORD), a public repository of structured organic reaction records. The task is: describe an organic reaction: reactants, conditions, products, and yield Reaction SMILES: [OH-:1].[K+].Br[CH:4]1[C:9]([CH3:11])([CH3:10])[CH2:8][C:7]([CH3:13])([CH3:12])[CH:6](Br)[C:5]1=[O:15]>O>[OH:15][C:5]1[C:6](=[O:1])[C:7]([CH3:13])([CH3:12])[CH2:8][C:9]([CH3:11])([CH3:10])[CH:4]=1 |f:0.1|. Procedure details: To a stirred solution of potassium hydroxide (50 g) in 1500 ml of distilled water was added the brominated compound of step 1 (50 g). Stirring was continued for 24 hours. The solution was filtered to remove brominated compound which had not dissolved. The filtrate was cooled in an ice bath and concentrated sulphuric acid added dropwise until a white solid precipitated. The mixture was stirred for 30 minutes, after which the white solid was collected and recrystallized from a hot mixture of 200 m... Solvent: O (water). Yields the product OC=1C(C(CC(C1)(C)C)(C)C)=O (2-hydroxy-4,4,6,6-tetramethylcyclohex-2-enone). Conditions: time 24 hour. The reactants are [OH-].[K+] (potassium hydroxide), BrC1C(C(C(CC1(C)C)(C)C)Br)=O (2,6-dibromo-3,3,5,5-tetramethyl-cyclohexanone). Reactants: FC(F)(F)c1cc(CBr)cc(C(F)(F)F)c1, C1CCOC1, [H-], CC1NC(=O)OC1c1cc(C(F)(F)F)ccc1I, [Na+]. Yields the product CC1C(c2cc(C(F)(F)F)ccc2I)OC(=O)N1Cc1cc(C(F)(F)F)cc(C(F)(F)F)c1. RXN SMILES: [Br:21][CH2:22][c:23]1[cH:24][c:25]([C:33]([F:34])([F:35])[F:36])[cH:26][c:27]([C:29]([F:30])([F:31])[F:32])[cH:28]1.[CH2:37]1[O:38][CH2:39][CH2:40][CH2:41]1.[H-:19].[I:1][c:2]1[c:3]([CH:12]2[CH:13]([CH3:18])[NH:14][C:15](=[O:17])[O:16]2)[cH:4][c:5]([C:8]([F:9])([F:10])[F:11])[cH:6][cH:7]1.[Na+:20]>>[I:1][c:2]1[c:3]([CH:12]2[CH:13]([CH3:18])[N:14]([CH2:22][c:23]3[cH:24][c:25]([C:33]([F:34])([F:35])[F:36])[cH:26][c:27]([C:29]([F:30])([F:31])[F:32])[cH:28]3)[C:15](=[O:17])[O:16]2)[cH:4][c:5]([C:8]([F:9])([F:10])[F:11])[cH:6][cH:7]1.